This data is from the Open Reaction Database (ORD), a public repository of structured organic reaction records. The task is: describe an organic reaction: reactants, conditions, products, and yield Reactants: C(C)(C)(C)OC(=O)N1CCN(C2=CC=CC=C12)C1=CC=C(C=N1)C1CCN(CC1)C(C)(C)C (4-(1′-(tert-Butyl)-1′,2′,3′,4′,5′,6′-hexahydro-3,4′-bipyridinyl-6-yl)-3,4-dihydro-2H-quinoxaline-1-carboxylic acid tert-butyl ester), Cl (HCl), O1CCOCC1 (dioxane). The solvent is ClCCl (dichloromethane). Run at time 18 hour. Yields the product C(C)(C)(C)N1CCC(CC1)C=1C=NC(=CC1)N1CCNC2=CC=CC=C12 (1-(1′-(tert-butyl)-1′,2′,3′,4′,5′,6′-hexahydro-3,4′-bipyridinyl-6-yl)-1,2,3,4-tetrahydroquinoxaline). Yield: 92.5%. As a reaction SMILES: C(OC([N:8]1[C:17]2[C:12](=[CH:13][CH:14]=[CH:15][CH:16]=2)[N:11]([C:18]2[N:23]=[CH:22][C:21]([CH:24]3[CH2:29][CH2:28][N:27]([C:30]([CH3:33])([CH3:32])[CH3:31])[CH2:26][CH2:25]3)=[CH:20][CH:19]=2)[CH2:10][CH2:9]1)=O)(C)(C)C.Cl.O1CCOCC1>ClCCl>[C:30]([N:27]1[CH2:28][CH2:29][CH:24]([C:21]2[CH:22]=[N:23][C:18]([N:11]3[C:12]4[C:17](=[CH:16][CH:15]=[CH:14][CH:13]=4)[NH:8][CH2:9][CH2:10]3)=[CH:19][CH:20]=2)[CH2:25][CH2:26]1)([CH3:33])([CH3:31])[CH3:32]. Procedure: 4-(1′-(tert-Butyl)-1′,2′,3′,4′,5′,6′-hexahydro-3,4′-bipyridinyl-6-yl)-3,4-dihydro-2H-quinoxaline-1-carboxylic acid tert-butyl ester (0.166 g, 0.37 mmol) is placed in 0.65 ml of dichloromethane at 0° C. and then 4N HCl in dioxane (1.4 ml, 5.59 mmol) is added. The reaction medium is stirred at ambient temperature for 18 h. After concentrating to dryness, the reaction medium is hydrolysed with 20 ml of H2O and then K2CO3 is added until a pH of 10 is reached. The aqueous phase is extracted with ethy...